From a dataset of the Open Reaction Database (ORD), a public repository of structured organic reaction records. describe an organic reaction: reactants, conditions, products, and yield Reactants: O=C(O)c1cc(C(F)(F)F)ccc1Br, O=S(Cl)Cl. Product: O=C(Cl)c1cc(C(F)(F)F)ccc1Br. Reaction SMILES: [Br:1][c:2]1[c:3]([C:4](=[O:5])[OH:6])[cH:7][c:8]([C:11]([F:12])([F:13])[F:14])[cH:9][cH:10]1.[S:15]([Cl:16])([Cl:17])=[O:18]>>[Br:1][c:2]1[c:3]([C:4](=[O:5])[Cl:17])[cH:7][c:8]([C:11]([F:12])([F:13])[F:14])[cH:9][cH:10]1. Yields the product Cc1cc(S(N)(=O)=O)sc1-c1ccc(F)nc1. As a reaction SMILES: [F:1][c:2]1[cH:3][cH:4][c:5](-[c:8]2[c:9]([CH3:17])[cH:10][c:11]([S:13](=[O:14])(=[O:15])[Cl:16])[s:12]2)[cH:6][n:7]1.[NH4+:18].[O:20]1[CH2:21][CH2:22][O:23][CH2:24][CH2:25]1.[OH-:19]>>[F:1][c:2]1[cH:3][cH:4][c:5](-[c:8]2[c:9]([CH3:17])[cH:10][c:11]([S:13](=[O:14])(=[O:15])[NH2:18])[s:12]2)[cH:6][n:7]1. The reactants are Cc1cc(S(=O)(=O)Cl)sc1-c1ccc(F)nc1, [NH4+], C1COCCO1, [OH-]. Starting materials: solution, C(C)(C)[N-]C(C)C.[Li+] (lithium diisopropylamide), C(C)(C)(C)OC(=O)[C@@]1(CN(C(C1)=O)[C@H](C)C1=CC=CC=C1)CCO[Si](C)(C)C(C)(C)C ((3S)-3-[2-(tert-butyldimethylsilyloxy)ethyl]-5-oxo-1-[(1R)-1-phenylethyl]pyrrolidine-3-carboxylic acid tert-butyl ester), C(CC(O)(C(=O)O)CC(=O)O)(=O)O (citric acid), CI (methyl iodide), C(CC(O)(C(=O)O)CC(=O)O)(=O)O (citric acid). Solvent: O1CCCC1 (tetrahydrofuran), O1CCCC1 (tetrahydrofuran), C(C)(=O)OCC (ethyl acetate). Conditions: temperature -10 celsius, time 10 minute. Product: C(C)(C)(C)OC(=O)[C@@]1(CN(C(C1C)=O)[C@H](C)C1=CC=CC=C1)CCO[Si](C)(C)C(C)(C)C ((3S)-3-[2-(tert-Butyldimethylsilyloxy)ethyl]-4-methyl-5-oxo-1-[(1R)-1-phenylethyl]pyrrolidine-3-carboxylic acid tert-butyl ester). RXN SMILES: [CH:1]([N-]C(C)C)(C)C.[Li+].[C:9]([O:13][C:14]([C@@:16]1([CH2:30][CH2:31][O:32][Si:33]([C:36]([CH3:39])([CH3:38])[CH3:37])([CH3:35])[CH3:34])[CH2:20][C:19](=[O:21])[N:18]([C@@H:22]([C:24]2[CH:29]=[CH:28][CH:27]=[CH:26][CH:25]=2)[CH3:23])[CH2:17]1)=[O:15])([CH3:12])([CH3:11])[CH3:10].CI.C(O)(=O)CC(CC(O)=O)(C(O)=O)O>O1CCCC1.C(OCC)(=O)C>[C:9]([O:13][C:14]([C@@:16]1([CH2:30][CH2:31][O:32][Si:33]([C:36]([CH3:38])([CH3:37])[CH3:39])([CH3:35])[CH3:34])[CH:20]([CH3:1])[C:19](=[O:21])[N:18]([C@@H:22]([C:24]2[CH:25]=[CH:26][CH:27]=[CH:28][CH:29]=2)[CH3:23])[CH2:17]1)=[O:15])([CH3:12])([CH3:11])[CH3:10] |f:0.1|. Reported procedure: A 1.8 M solution of lithium diisopropylamide in tetrahydrofuran (3.10 mL) was added dropwise to a solution of (3S)-3-[2-(tert-butyldimethylsilyloxy)ethyl]-5-oxo-1-[(1R)-1-phenylethyl]pyrrolidine-3-carboxylic acid tert-butyl ester (2.24 g, 5.00 mmol) in tetrahydrofuran (20 mL) in a nitrogen atmosphere at −72° C. over five minutes. After stirring at the same temperature for 10 minutes, methyl iodide (0.34 mL, 5.50 mmol) was added. The mixture was stirred at the same temperature for 15 minutes and ... Procedure: A suspension of 2-ethoxy-N-{4-[(morpholin-4-yl)amino]quinolin-3-yl}acetamide (5.35 g, 16.2 mmol) in 65 mL of toluene was treated with pyridine hydrochloride (0.94 g g, 0.081 mmol). The reaction flask was equipped with a Dean-Stark trap and the reaction mixture was heated to reflux under an atmosphere of nitrogen. After 2.5 d, the reaction mixture was concentrated under reduced pressure to yield a brown oil. The oil was dissolved in CHCl3 and was washed with 5% Na2CO3 solution, water and brine, d... Yield: 31.8%. Reaction SMILES: [CH2:1]([O:3][CH2:4][C:5]([NH:7][C:8]1[CH:9]=[N:10][C:11]2[C:16]([C:17]=1[NH:18][N:19]1[CH2:24][CH2:23][O:22][CH2:21][CH2:20]1)=[CH:15][CH:14]=[CH:13][CH:12]=2)=O)[CH3:2].Cl.N1C=CC=CC=1.CO>C1(C)C=CC=CC=1.C(Cl)(Cl)Cl>[CH2:1]([O:3][CH2:4][C:5]1[N:18]([N:19]2[CH2:24][CH2:23][O:22][CH2:21][CH2:20]2)[C:17]2[C:16]3[CH:15]=[CH:14][CH:13]=[CH:12][C:11]=3[N:10]=[CH:9][C:8]=2[N:7]=1)[CH3:2] |f:1.2|. Starting materials: CO (MeOH), Cl.N1=CC=CC=C1 (pyridine hydrochloride), C(C)OCC(=O)NC=1C=NC2=CC=CC=C2C1NN1CCOCC1 (2-ethoxy-N-{4-[(morpholin-4-yl)amino]quinolin-3-yl}acetamide). The product is C(C)OCC=1N(C2=C(C=NC=3C=CC=CC23)N1)N1CCOCC1 (2-ethoxymethyl-1-(morpholin-4-yl)-1H-imidazo[4,5-c]quinoline). Conditions: time 2.5 day. Run in C(Cl)(Cl)Cl (CHCl3), C(Cl)(Cl)Cl (CHCl3), C1(=CC=CC=C1)C (toluene). Starting materials: N1(CCOCC1)C(=O)N1CC(CC(C1)C1=CC=C(C=C1)C(F)(F)F)C(N)=S (1-(Morpholin-4-ylcarbonyl)-5-[4-(trifluoromethyl)phenyl]piperidine-3-carbothioamide), BrCC(=O)C1=C(C=CC(=C1)OC)OC (2-bromo-1-(2,5-dimethoxyphenyl)ethanone). Product: COC1=C(C=C(C=C1)OC)C=1N=C(SC1)C1CN(CC(C1)C1=CC=C(C=C1)C(F)(F)F)C(=O)N1CCOCC1 (4-({3-[4-(2,5-Dimethoxyphenyl)-1,3-thiazol-2-yl]-5-[4-(trifluoromethyl)phenyl]piperidin-1-yl}-carbonyl)morpholine). RXN SMILES: [N:1]1([C:7]([N:9]2[CH2:14][CH:13]([C:15]3[CH:20]=[CH:19][C:18]([C:21]([F:24])([F:23])[F:22])=[CH:17][CH:16]=3)[CH2:12][CH:11]([C:25](=[S:27])[NH2:26])[CH2:10]2)=[O:8])[CH2:6][CH2:5][O:4][CH2:3][CH2:2]1.Br[CH2:29][C:30]([C:32]1[CH:37]=[C:36]([O:38][CH3:39])[CH:35]=[CH:34][C:33]=1[O:40][CH3:41])=O>>[CH3:41][O:40][C:33]1[CH:34]=[CH:35][C:36]([O:38][CH3:39])=[CH:37][C:32]=1[C:30]1[N:26]=[C:25]([CH:11]2[CH2:12][CH:13]([C:15]3[CH:20]=[CH:19][C:18]([C:21]([F:22])([F:23])[F:24])=[CH:17][CH:16]=3)[CH2:14][N:9]([C:7]([N:1]3[CH2:6][CH2:5][O:4][CH2:3][CH2:2]3)=[O:8])[CH2:10]2)[S:27][CH:29]=1. Procedure details: 100 mg (0.152 mmol) of 1-(morpholin-4-ylcarbonyl)-5-[4-(trifluoromethyl)phenyl]piperidine-3-carbothioamide (Example 53A) and 49 mg (0.182 mmol) of 2-bromo-1-(2,5-dimethoxyphenyl)ethanone were reacted according to the General Method 3. Yield: 20 mg (24% of theory) The reactants are FC=1C=C2C(=CC1)OCCC21NC(NC1=O)=O ((RS)-6-fluoro-spiro-[chroman-4,4'-imidazolidine]-2',5'-dione), O.O.O.O.O.O.O.O.[OH-].[Ba+2].[OH-] (barium hydroxide octahydrate), NH4CO3. Run in O (water). Run at temperature 80 celsius, time 1.5 hour. Product: NC1(CCOC2=CC=C(C=C12)F)C(=O)O ((RS)-4-Amino-6-fluorochroman-4-carboxylic Acid). Reaction SMILES: [F:1][C:2]1[CH:3]=[C:4]2[C:11]3([C:15](=[O:16])NC(=O)[NH:12]3)[CH2:10][CH2:9][O:8][C:5]2=[CH:6][CH:7]=1.[OH2:18].O.O.O.O.O.O.O.[OH-].[Ba+2].[OH-]>O>[NH2:12][C:11]1([C:15]([OH:16])=[O:18])[C:4]2[C:5](=[CH:6][CH:7]=[C:2]([F:1])[CH:3]=2)[O:8][CH2:9][CH2:10]1 |f:1.2.3.4.5.6.7.8.9.10.11|. Procedure: A stirred slurry of 78 g (0.33 mole) of (RS)-6-fluoro-spiro-[chroman-4,4'-imidazolidine]-2',5'-dione and 208.3 g (0.66 mole) of barium hydroxide octahydrate in 585 ml of water was slowly heated to reflux over 3 hours and refluxed 16 hours. The slurry was cooled to 80° C. and powdered NH4CO3 (78 g) added portionwise over 5 minutes. Moderate foaming was noted. After stirring 1.5 hours at 80° C., the mixture was cooled to 60° C., and filtered over diatomaceous earth with 2×100 ml hot water for wash... The reactants are CCC(C)CCCCC(=O)N[C@@H](CCN)C(=O)N[C@@H]([C@@H](C)O)C(=O)N[C@@H](CCN)C(=O)N[C@H]1CCNC(=O)[C@@H](NC(=O)[C@@H](NC(=O)[C@@H](NC(=O)[C@@H](NC(=O)[C@H](NC(=O)[C@H](NC1=O)CCN)CC=2C=CC=CC2)CC(C)C)CCN)CCN)[C@@H](C)O (Polymyxin B), P(=O)([O-])([O-])[O-].[K+].[K+].[K+] (potassium phosphate), [Cl-].[K+] (potassium chloride), C(CN(CC(=O)O)CC(=O)O)N(CC(=O)O)CC(=O)O (EDTA), N[C@@H](CS)C(=O)O (cysteine). The solvent is CO (methanol). Conditions: time 18 hour. Product: C[C@H]([C@H]1C(=O)NCC[C@@H](C(=O)N[C@H](C(=O)N[C@H](C(=O)N[C@H](C(=O)N[C@H](C(=O)N[C@H](C(=O)N1)CCN)CCN)CC(C)C)CC=2C=CC=CC2)CCN)NC(=O)[C@H](CCN)NC(=O)[C@H]([C@@H](C)O)N)O (Polymyxin B Nonapeptide). RXN SMILES: CCC(CCCCC(N[C@H](C([NH:18][C@H:19]([C:23]([NH:25][C@H:26]([C:30]([NH:32][C@@H:33]1[C:61](=[O:62])[NH:60][C@H:59]([CH2:63][CH2:64][NH2:65])[C:57](=[O:58])[NH:56][C@H:55]([CH2:66][C:67]2[CH:68]=[CH:69][CH:70]=[CH:71][CH:72]=2)[C:53](=[O:54])[NH:52][C@@H:51]([CH2:73][CH:74]([CH3:76])[CH3:75])[C:49](=[O:50])[NH:48][C@@H:47]([CH2:77][CH2:78][NH2:79])[C:45](=[O:46])[NH:44][C@@H:43]([CH2:80][CH2:81][NH2:82])[C:41](=[O:42])[NH:40][C@@H:39]([C@H:83]([OH:85])[CH3:84])[C:37](=[O:38])[NH:36][CH2:35][CH2:34]1)=[O:31])[CH2:27][CH2:28][NH2:29])=[O:24])[C@H:20]([OH:22])[CH3:21])=O)CCN)=O)C.P([O-])([O-])([O-])=O.[K+].[K+].[K+].[Cl-].[K+].C(N(CC(O)=O)CC(O)=O)CN(CC(O)=O)CC(O)=O.N[C@H](C(O)=O)CS>CO>[CH3:84][C@@H:83]([OH:85])[C@@H:39]1[NH:40][C:41](=[O:42])[C@H:43]([CH2:80][CH2:81][NH2:82])[NH:44][C:45](=[O:46])[C@H:47]([CH2:77][CH2:78][NH2:79])[NH:48][C:49](=[O:50])[C@H:51]([CH2:73][CH:74]([CH3:75])[CH3:76])[NH:52][C:53](=[O:54])[C@H:55]([CH2:66][C:67]2[CH:72]=[CH:71][CH:70]=[CH:69][CH:68]=2)[NH:56][C:57](=[O:58])[C@H:59]([CH2:63][CH2:64][NH2:65])[NH:60][C:61](=[O:62])[C@@H:33]([NH:32][C:30]([C@@H:26]([NH:25][C:23]([C@@H:19]([NH2:18])[C@H:20]([OH:22])[CH3:21])=[O:24])[CH2:27][CH2:28][NH2:29])=[O:31])[CH2:34][CH2:35][NH:36][C:37]1=[O:38] |f:1.2.3.4,5.6|. Procedure details: A mixture of Polymyxin B (20 g), immobilised papain (185 ELU/g), potassium phosphate buffer (25 mM; pH 7, 1.25 L), potassium chloride (30 mM), EDTA (10 mM) and cysteine (1 mM) was incubated at 37° C. for 18 h with gentle agitation. The progress of the reaction was monitored by LC-MS using the conditions outlined in Table 1. The immobilized papain was removed by filtration and the filtrate was concentrated in vacuo to leave a solid residue which was re-suspended in 10% aqueous methanol and left a... The reactants are N1C(C=CC=C1)=O (2H-pyridin-2-one), ClC=1C=CC(=NC1)COC1=CC(N(C=C1)C1=CC=C(C=C1)OC[C@H]1NCCC1)=O (4-[(5-chloro-2-pyridinyl)methoxy]-1-(4-{[(2S)-2-pyrrolidinyl]methoxy}phenyl)-1H-pyridin-2-one). Product: ClC=1C=CC(=NC1)COC1=CC(N(C=C1)C1=CC=C(C=C1)OC[C@H]1N(CCC1)CC)=O (4-[(5-Chloro-2-pyridinyl)methoxy]-1-(4-{[(2S)-1-ethyl-2-pyrrolidinyl]-methoxy}phenyl)-1H-pyridin-2-one). Reaction SMILES: N1C=CC=[CH:3][C:2]1=O.[Cl:8][C:9]1[CH:10]=[CH:11][C:12]([CH2:15][O:16][C:17]2[CH:22]=[CH:21][N:20]([C:23]3[CH:28]=[CH:27][C:26]([O:29][CH2:30][C@@H:31]4[CH2:35][CH2:34][CH2:33][NH:32]4)=[CH:25][CH:24]=3)[C:19](=[O:36])[CH:18]=2)=[N:13][CH:14]=1>>[Cl:8][C:9]1[CH:10]=[CH:11][C:12]([CH2:15][O:16][C:17]2[CH:22]=[CH:21][N:20]([C:23]3[CH:28]=[CH:27][C:26]([O:29][CH2:30][C@@H:31]4[CH2:35][CH2:34][CH2:33][N:32]4[CH2:2][CH3:3])=[CH:25][CH:24]=3)[C:19](=[O:36])[CH:18]=2)=[N:13][CH:14]=1. Procedure details: Example 123 was repeated except that 4-[(5-chloro-2-pyridinyl)methoxy]-1-4-{(3R)-3-pyrrolidinyl]oxy}phenyl)-2H-pyridin-2-one was replaced with 4-[(5-chloro-2-pyridinyl)methoxy]-1-(4-{[(2S)-2-pyrrolidinyl]methoxy}phenyl)-1H-pyridin-2-one, to provide the title compound. Reactants: C, CCOC(C)=O, [H][H], [N-]=[N+]=NCC(O)c1cccc(C(=O)C(C(=O)c2cc(F)cc(F)c2)=C2Nc3ccccc3N2)c1, [Pd]. The product is NCC(O)c1cccc(C(=O)C(C(=O)c2cc(F)cc(F)c2)=C2Nc3ccccc3N2)c1. Reaction SMILES: [C:37].[CH3:39][CH2:40][O:41][C:42](=[O:43])[CH3:44].[H:35][H:36].[N:1](=[N+:2]=[N-:3])[CH2:4][CH:5]([OH:6])[c:7]1[cH:8][c:9]([C:13]([C:14]([C:15](=[O:16])[c:17]2[cH:18][c:19]([F:24])[cH:20][c:21]([F:23])[cH:22]2)=[C:25]2[NH:26][c:27]3[c:28]([cH:30][cH:31][cH:32][cH:33]3)[NH:29]2)=[O:34])[cH:10][cH:11][cH:12]1.[Pd:38]>>[NH2:1][CH2:4][CH:5]([OH:6])[c:7]1[cH:8][c:9]([C:13]([C:14]([C:15](=[O:16])[c:17]2[cH:18][c:19]([F:24])[cH:20][c:21]([F:23])[cH:22]2)=[C:25]2[NH:26][c:27]3[c:28]([cH:30][cH:31][cH:32][cH:33]3)[NH:29]2)=[O:34])[cH:10][cH:11][cH:12]1. Reactants: CO, CSCc1cccc2c(C(CCCC#N)c3ccc(Cl)cc3)c[nH]c12, ClCCl, O=C(OO)c1cccc(Cl)c1. Product: CS(=O)Cc1cccc2c(C(CCCC#N)c3ccc(Cl)cc3)c[nH]c12. RXN SMILES: [CH3:40][OH:41].[Cl:1][c:2]1[cH:3][cH:4][c:5]([CH:8]([CH2:9][CH2:10][CH2:11][C:12]#[N:13])[c:14]2[cH:15][nH:16][c:17]3[c:18]([CH2:23][S:24][CH3:25])[cH:19][cH:20][cH:21][c:22]23)[cH:6][cH:7]1.[Cl:26][CH2:27][Cl:28].[OH:29][O:30][C:31]([c:32]1[cH:33][c:34]([Cl:35])[cH:36][cH:37][cH:38]1)=[O:39]>>[Cl:1][c:2]1[cH:3][cH:4][c:5]([CH:8]([CH2:9][CH2:10][CH2:11][C:12]#[N:13])[c:14]2[cH:15][nH:16][c:17]3[c:18]([CH2:23][S:24]([CH3:25])=[O:29])[cH:19][cH:20][cH:21][c:22]23)[cH:6][cH:7]1.